Dataset: the Open Reaction Database (ORD), a public repository of structured organic reaction records. Task: describe an organic reaction: reactants, conditions, products, and yield Reactants: OC1=C(C=C(C=C1)CC(=O)O)OC1=C(C=C(C=C1)[N+](=O)[O-])CSCC(F)(F)F ({4-Hydroxy-3-[4-nitro-2-(2,2,2-trifluoro-ethylsulfanylmethyl)-phenoxy]-phenyl}-acetic acid), Cl (hydrogen chloride), CCO (EtOH). Reaction conditions: temperature 80 celsius, time 3 hour. Product: COC(CC1=CC(=C(C=C1)O)OC1=C(C=C(C=C1)[N+](=O)[O-])CSCC(F)(F)F)=O ({4-hydroxy-3-[4-nitro-2-(2,2,2-trifluoro-ethylsulfanylmethyl)-phenoxy]-phenyl}-acetic acid methyl ester). RXN SMILES: [OH:1][C:2]1[CH:7]=[CH:6][C:5]([CH2:8][C:9]([OH:11])=[O:10])=[CH:4][C:3]=1[O:12][C:13]1[CH:18]=[CH:17][C:16]([N+:19]([O-:21])=[O:20])=[CH:15][C:14]=1[CH2:22][S:23][CH2:24][C:25]([F:28])([F:27])[F:26].Cl.[CH3:30]CO>>[CH3:30][O:10][C:9](=[O:11])[CH2:8][C:5]1[CH:6]=[CH:7][C:2]([OH:1])=[C:3]([O:12][C:13]2[CH:18]=[CH:17][C:16]([N+:19]([O-:21])=[O:20])=[CH:15][C:14]=2[CH2:22][S:23][CH2:24][C:25]([F:28])([F:26])[F:27])[CH:4]=1. Procedure: {4-Hydroxy-3-[4-nitro-2-(2,2,2-trifluoro-ethylsulfanylmethyl)-phenoxy]-phenyl}-acetic acid (3.6 mmol) and hydrogen chloride (4N in 1,4-dioxane) were combined in EtOH and stirred at 80° C. for 3 hours. After concentrating to dryness, the residue was purified by silica gel chromatography to give {4-hydroxy-3-[4-nitro-2-(2,2,2-trifluoro-ethylsulfanylmethyl)-phenoxy]-phenyl}-acetic acid methyl ester. Starting materials: C(C)(C)(C)OC(=O)N1CC(CC1)CO (1-t-butoxycarbonylpyrrolidine-3-methanol), ClC=1C=CC(=NC1)NC(=O)C1=NC=CC=C1NC(C1=C(C=C(C=C1)C)O)=S (N-(5-chloropyridin-2-yl)-3-[2-hydroxy-4-methylthiobenzoyl-amino]pyridine-2-carboxamide). Product: C(C)(C)(C)OC(=O)N1CC(CC1)COC1=C(C(=S)NC=2C(=NC=CC2)C(=O)NC2=NC=C(C=C2)Cl)C=CC(=C1)C (3-[2-(1-t-Butoxycarbonylpyrrolidin-3-ylmethoxy)-4-methylthiobenzoylamino]-N-(5-chloropyridin-2-yl)pyridine-2-carboxamide). As a reaction SMILES: [C:1]([O:5][C:6]([N:8]1[CH2:12][CH2:11][CH:10]([CH2:13][OH:14])[CH2:9]1)=[O:7])([CH3:4])([CH3:3])[CH3:2].[Cl:15][C:16]1[CH:17]=[CH:18][C:19]([NH:22][C:23]([C:25]2[C:30]([NH:31][C:32](=[S:41])[C:33]3[CH:38]=[CH:37][C:36]([CH3:39])=[CH:35][C:34]=3O)=[CH:29][CH:28]=[CH:27][N:26]=2)=[O:24])=[N:20][CH:21]=1>>[C:1]([O:5][C:6]([N:8]1[CH2:12][CH2:11][CH:10]([CH2:13][O:14][C:34]2[CH:35]=[C:36]([CH3:39])[CH:37]=[CH:38][C:33]=2[C:32]([NH:31][C:30]2[C:25]([C:23]([NH:22][C:19]3[CH:18]=[CH:17][C:16]([Cl:15])=[CH:21][N:20]=3)=[O:24])=[N:26][CH:27]=[CH:28][CH:29]=2)=[S:41])[CH2:9]1)=[O:7])([CH3:4])([CH3:3])[CH3:2]. Reported procedure: Using a procedure analogous to Example 38-D, 1-t-butoxycarbonylpyrrolidine-3-methanol (Isomer I) and N-(5-chloropyridin-2-yl)-3-[2-hydroxy-4-methylthiobenzoyl-amino]pyridine-2-carboxamide gave the title compound as a solid (1.7 g). The reactants are IC1=CC=C2C(=CC=3N(C2=C1)C=NN3)C3=CC=CC=C3 (8-Iodo-5-phenyl-[1,2,4]triazolo[4,3-a]quinoline), C(C)C(COC(CCS)=O)CCCC (3-mercaptopropionic acid 2-ethylhexyl ester), CCN(C(C)C)C(C)C (iPr2NEt), C1(=CC=CC=C1)P(C1=CC=CC=2C(C3=CC=CC(=C3OC12)P(C1=CC=CC=C1)C1=CC=CC=C1)(C)C)C1=CC=CC=C1 (4,5-bis(diphenylphosphino)-9,9-dimethylxanthene). The reagents and catalysts are C=1C=CC(=CC1)/C=C/C(=O)/C=C/C2=CC=CC=C2.C=1C=CC(=CC1)/C=C/C(=O)/C=C/C2=CC=CC=C2.C=1C=CC(=CC1)/C=C/C(=O)/C=C/C2=CC=CC=C2.[Pd].[Pd] (Pd2dba3). Solvent: O1CCOCC1 (1,4-dioxane). Conditions: temperature 60 celsius. The product is C(C)C(COC(CCSC1=CC=C2C(=CC=3N(C2=C1)C=NN3)C3=CC=CC=C3)=O)CCCC (3-(5-Phenyl-[1,2,4]triazolo[4,3-a]quinolin-8-ylsulfanyl)-propionic acid 2-ethyl-hexyl ester). Reaction SMILES: I[C:2]1[CH:11]=[C:10]2[C:5]([C:6]([C:15]3[CH:20]=[CH:19][CH:18]=[CH:17][CH:16]=3)=[CH:7][C:8]3[N:9]2[CH:12]=[N:13][N:14]=3)=[CH:4][CH:3]=1.[CH2:21]([CH:23]([CH2:31][CH2:32][CH2:33][CH3:34])[CH2:24][O:25][C:26](=[O:30])[CH2:27][CH2:28][SH:29])[CH3:22].CCN(C(C)C)C(C)C.C1(P(C2C=CC=CC=2)C2C3OC4C(=CC=CC=4P(C4C=CC=CC=4)C4C=CC=CC=4)C(C)(C)C=3C=CC=2)C=CC=CC=1>O1CCOCC1.C1C=CC(/C=C/C(/C=C/C2C=CC=CC=2)=O)=CC=1.C1C=CC(/C=C/C(/C=C/C2C=CC=CC=2)=O)=CC=1.C1C=CC(/C=C/C(/C=C/C2C=CC=CC=2)=O)=CC=1.[Pd].[Pd]>[CH2:21]([CH:23]([CH2:31][CH2:32][CH2:33][CH3:34])[CH2:24][O:25][C:26](=[O:30])[CH2:27][CH2:28][S:29][C:2]1[CH:11]=[C:10]2[C:5]([C:6]([C:15]3[CH:20]=[CH:19][CH:18]=[CH:17][CH:16]=3)=[CH:7][C:8]3[N:9]2[CH:12]=[N:13][N:14]=3)=[CH:4][CH:3]=1)[CH3:22] |f:5.6.7.8.9|. Procedure: 8-Iodo-5-phenyl-[1,2,4]triazolo[4,3-a]quinoline (900 mg, 3.0 mmol), 3-mercaptopropionic acid 2-ethylhexyl ester (660 mg, 3.0 mmol), iPr2NEt (1.05 mL, 6.0 mmol), Pd2dba3 (69 mg, 0.08 mmol), and 4,5-bis(diphenylphosphino)-9,9-dimethylxanthene (87 mg, 0.15 mmol) were dissolved in 1,4-dioxane (15 mL) and degassed with N2 for 10 minutes. The reaction was heated to 60° C. for 1.5 hours, and then cooled to room temperature and concentrated. The residue was purified by silica gel chromatography (0-100% ... Reaction SMILES: [CH2:1]([c:2]1[cH:3][cH:4][cH:5][cH:6][cH:7]1)[O:8][C:9]([NH:10][c:11]1[c:12]([F:18])[cH:13][c:14]([F:17])[cH:15][cH:16]1)=[O:19].[CH2:20]([Li:21])[CH2:22][CH2:23][CH3:24].[CH3:25][N:26]([CH:27]=[O:28])[CH3:29].[O:31]1[CH2:32][CH2:33][CH2:34][CH2:35]1.[OH2:30]>>[CH2:1]([c:2]1[cH:3][cH:4][cH:5][cH:6][cH:7]1)[O:8][C:9]([NH:10][c:11]1[c:12]([F:18])[c:13]([CH:27]=[O:28])[c:14]([F:17])[cH:15][cH:16]1)=[O:19]. Yields the product O=Cc1c(F)ccc(NC(=O)OCc2ccccc2)c1F. Starting materials: O=C(Nc1ccc(F)cc1F)OCc1ccccc1, [Li]CCCC, CN(C)C=O, C1CCOC1, O. Starting materials: Cl.C(C)N=C=NCCCN(C)C (ethyl-(3-dimethylaminopropyl)carbodiimide hydrochloride), IC(C#C)O (iodopropargyl alcohol), C(C1=CC=CC=C1)(=O)C(=O)O (benzoyl formic acid). The reagents and catalysts are CN(C1=CC=NC=C1)C (4-dimethylaminopyridine). The solvent is C(Cl)Cl (methylene chloride), C(Cl)Cl (methylene chloride). Run at time 1 hour. Product: IC#CCOC(=O)C(C1=CC=CC=C1)=O (Benzoyl formic acid 3-iodo-prop-2-ynyl ester). RXN SMILES: [C:1]([C:9]([OH:11])=[O:10])(=[O:8])[C:2]1[CH:7]=[CH:6][CH:5]=[CH:4][CH:3]=1.[I:12][CH:13](O)[C:14]#[CH:15].Cl.C(N=C=NCCCN(C)C)C>C(Cl)Cl.CN(C)C1C=CN=CC=1>[I:12][C:13]#[C:14][CH2:15][O:10][C:9]([C:1](=[O:8])[C:2]1[CH:7]=[CH:6][CH:5]=[CH:4][CH:3]=1)=[O:11] |f:2.3|. Procedure: To a cold, stirred solution of benzoyl formic acid (1.5 g, 0.01 mole) in methylene chloride (75 mL) at 4° C. were added iodopropargyl alcohol (1.9 g, 0.0105 mole) followed by 4-dimethylaminopyridine (0.122 g, 0.001 mole) and ethyl-(3-dimethylaminopropyl)carbodiimide hydrochloride (2 g, 0.0104 mole). After stirring at 0° to 10° C. for one hour, the reaction mixture was diluted with methylene chloride (100 mL) and was washed with water (3×50 mL) and brine. The organic layer was dried over sodium s...